This data is from the Open Reaction Database (ORD), a public repository of structured organic reaction records. The task is: describe an organic reaction: reactants, conditions, products, and yield The reactants are ClCCCBr, C1CSCCN1, CC(C)=O, [Na+], [OH-]. As a reaction SMILES: [Br:9][CH2:10][CH2:11][CH2:12][Cl:13].[CH2:1]1[CH2:2][S:3][CH2:4][CH2:5][NH:6]1.[CH3:14][C:15](=[O:16])[CH3:17].[Na+:8].[OH-:7]>>[CH2:1]1[CH2:2][S:3][CH2:4][CH2:5][N:6]1[CH2:10][CH2:11][CH2:12][Cl:13]. Yields the product ClCCCN1CCSCC1. Starting materials: NC1=C(C=CC=C1)SC(C(C(=O)N)O)C1=CC=C(C=C1)OC (3-(2-aminophenylthio)-2-hydroxy-3-(4-methoxyphenyl)propionamide), COC1=CC=C(C=C1)[C@H]1[C@H](C(=O)N)O1 ((2R,3S)-3-(4-methoxyphenyl)-2,3-epoxypropionamide), C=1(C(=CC=CC1)C)C (xylene), NC1=C(C=CC=C1)S (2-aminothiophenol), ferrous sulfate heptahydrate. The solvent is CO (methanol). Yields the product NC1=C(C=CC=C1)S[C@H]([C@H](C(=O)N)O)C1=CC=C(C=C1)OC ((2S,3S)-3-(2-aminophenylthio)-2-hydroxy-3-(4-methoxyphenyl)propionamide). RXN SMILES: COC1C=CC([C@@H]2O[C@H]2C(N)=O)=CC=1.C1(C)C(C)=CC=CC=1.NC1C=CC=CC=1S.[NH2:31][C:32]1[CH:37]=[CH:36][CH:35]=[CH:34][C:33]=1[S:38][CH:39]([C:45]1[CH:50]=[CH:49][C:48]([O:51][CH3:52])=[CH:47][CH:46]=1)[CH:40]([OH:44])[C:41]([NH2:43])=[O:42]>CO>[NH2:31][C:32]1[CH:37]=[CH:36][CH:35]=[CH:34][C:33]=1[S:38][C@@H:39]([C:45]1[CH:46]=[CH:47][C:48]([O:51][CH3:52])=[CH:49][CH:50]=1)[C@@H:40]([OH:44])[C:41]([NH2:43])=[O:42]. Reported procedure: A mixture of (2R,3S)-3-(4-methoxyphenyl)-2,3-epoxypropionamide (1.93 g) and xylene (15 ml) is refluxed with heating under nitrogen atmosphere. When the reflux is started, a solution of 2-aminothiophenol (1.38 g) and ferrous sulfate heptahydrate (0.28 mg) in methanol (0.2 ml) is added immediately into the reaction mixture, and the mixture is reacted at the same temperature for 5 minutes, and cooled to room temperature. The reaction mixture is subjected to HPLC analysis to confirm the production o... Reactants: C1(CC1)C=1C=C2CCCN(C2=NC1C(OC)OC)C(=O)OC1=CC=CC=C1 (phenyl 6-cyclopropyl-7-(dimethoxymethyl)-3,4-dihydro-1,8-naphthyridine-1(2H)-carboxylate), NC1=NC=C(C#N)C(=C1)OCCOC (6-amino-4-(2-methoxyethoxy)nicotinonitrile), [Li+].C[Si](C)(C)[N-][Si](C)(C)C (LHMDS), C(#N)C=1C(=CC(=NC1)NC(=O)N1CCCC2=CC(=C(N=C12)C(OC)OC)C1CC1)OCCOC (N-(5-cyano-4-(2-methoxyethoxyl)pyridin-2-yl)-6-cyclopropyl-7-(dimethoxymethyl)-3,4-dihydro-1,8-naphthyridine-1(2H)-carboxamide), C1(CC1)C=1C=C2CCCN(C2=NC1C(OC)OC)C(=O)OC1=CC=CC=C1 (phenyl 6-cyclopropyl-7-(dimethoxymethyl)-3,4-dihydro-1,8-naphthyridine-1(2H)-carboxylate), NC1=NC=C(C#N)C(=C1)OCCOC (6-amino-4-(2-methoxyethoxy)nicotinonitrile), [NH4+].[Cl-] (NH4Cl). The solvent is C1CCOC1 (THF). Reaction conditions: temperature -78 celsius, time 30 minute. Yields the product C(#N)C=1C(=CC(=NC1)NC(=O)N1CCCC2=CC(=C(N=C12)C=O)C1CC1)OCCOC (N-(5-cyano-4-(2-methoxyethoxyl)pyridin-2-yl)-6-cyclopropyl-7-formyl-3,4-dihydro-1,8-naphthyridine-1(2H)-carboxamide). Reaction SMILES: C1(C2C=C3C(=NC=2C(OC)OC)N(C(OC2C=CC=CC=2)=O)CCC3)CC1.NC1C=C(OCCOC)C(C#N)=CN=1.[Li+].C[Si]([N-][Si](C)(C)C)(C)C.[NH4+].[Cl-].[C:54]([C:56]1[C:57]([O:83][CH2:84][CH2:85][O:86][CH3:87])=[CH:58][C:59]([NH:62][C:63]([N:65]2[C:74]3[C:69](=[CH:70][C:71]([CH:80]4[CH2:82][CH2:81]4)=[C:72]([CH:75](OC)[O:76]C)[N:73]=3)[CH2:68][CH2:67][CH2:66]2)=[O:64])=[N:60][CH:61]=1)#[N:55]>C1COCC1>[C:54]([C:56]1[C:57]([O:83][CH2:84][CH2:85][O:86][CH3:87])=[CH:58][C:59]([NH:62][C:63]([N:65]2[C:74]3[C:69](=[CH:70][C:71]([CH:80]4[CH2:82][CH2:81]4)=[C:72]([CH:75]=[O:76])[N:73]=3)[CH2:68][CH2:67][CH2:66]2)=[O:64])=[N:60][CH:61]=1)#[N:55] |f:2.3,4.5|. Procedure details: To a solution of phenyl 6-cyclopropyl-7-(dimethoxymethyl)-3,4-dihydro-1,8-naphthyridine-1(2H)-carboxylate (intermediate 51A, 52 mg, 0.141 mmol) and 6-amino-4-(2-methoxyethoxy)nicotinonitrile (intermediate 20, 30.0 mg, 0.155 mmol) in THF (1 ml) at −78° C. was slowly added LHMDS (1 M in THF, 0.311 ml, 0.311 mmol). The reaction mixture was stirred at −78° C. for 30 min and then allowed to warm to room temperature. The reaction mixture was poured into sat. aq. NH4Cl and extracted twice with DCM. The...